This data is from the Open Reaction Database (ORD), a public repository of structured organic reaction records. The task is: describe an organic reaction: reactants, conditions, products, and yield Reactants: O.C(C=O)(=O)OCC1=CC=C(C=C1)[N+](=O)[O-] (p-nitrobenzyl glyoxylate hydrate). Run in C1=CC=CC=C1 (benzene). The product is C(C=O)(=O)OCC1=CC=C(C=C1)[N+](=O)[O-] (p-nitrobenzyl glyoxylate). RXN SMILES: O.[C:2]([O:6][CH2:7][C:8]1[CH:13]=[CH:12][C:11]([N+:14]([O-:16])=[O:15])=[CH:10][CH:9]=1)(=[O:5])[CH:3]=[O:4]>C1C=CC=CC=1>[C:2]([O:6][CH2:7][C:8]1[CH:13]=[CH:12][C:11]([N+:14]([O-:16])=[O:15])=[CH:10][CH:9]=1)(=[O:5])[CH:3]=[O:4] |f:0.1|. Procedure details: A suspension of p-nitrobenzyl glyoxylate hydrate (6.57 g, 28.95 mmol; 1.15 eq) in benzene (500 ml) was heated at reflux with Dean-Stark trap for b 2 h. Evaporation of the solvent gave p-nitrobenzyl glyoxylate as an oil. A mixture of this oil and (4'R,3S,4R and 4'S,3R,4S) 3-(2',2'-dimethyl-1'-3'-dioxolan-4'-yl)-4-tritylthio-2-azetidinone (Isomer C) (11.2 g, 25.2 mmol) in THF (350 ml, distilled from LAH) was treated with triethylamine (289 mg, 2.86 mmol) at room temperature under N2 for 18 h (over... Reactants: BrC1=C(C=C(C=C1)N1CCN(CC1)C)[N+](=O)[O-] (1-(4-Bromo-3-nitrophenyl)-4-methylpiperazine). The reagents and catalysts are [Fe] (iron). The solvent is CO (methanol), [Cl-].[NH4+] (ammonium chloride). The product is BrC1=C(C=C(C=C1)N1CCN(CC1)C)N (2-Bromo-5-(4-methylpiperazin-1-yl)phenylamine). The yield is 68.4%. As a reaction SMILES: [Br:1][C:2]1[CH:7]=[CH:6][C:5]([N:8]2[CH2:13][CH2:12][N:11]([CH3:14])[CH2:10][CH2:9]2)=[CH:4][C:3]=1[N+:15]([O-])=O>[Cl-].[NH4+].CO.[Fe]>[Br:1][C:2]1[CH:7]=[CH:6][C:5]([N:8]2[CH2:9][CH2:10][N:11]([CH3:14])[CH2:12][CH2:13]2)=[CH:4][C:3]=1[NH2:15] |f:1.2|. Procedure: A suspension of iron powder (1.77 g, 31.6 mmol) in saturated aqueous ammonium chloride solution (140 ml) at 100° C., was treated dropwise with a solution of 1-(4-bromo-3-nitrophenyl)-4-methylpiperazine (D26) (3.54 g, 11.8 mmol) in methanol (70 ml). The mixture was refluxed for a further 1 h, and was then cooled and partitioned between water and 3% methanol in dichloromethane. The organic phase was dried (Na2SO4) and evaporated under reduced pressure to give the crude product. This was purified b...